Dataset: the Open Reaction Database (ORD), a public repository of structured organic reaction records. Task: describe an organic reaction: reactants, conditions, products, and yield Reported procedure: The title compound was prepared by reacting (S)—N-{3-[4-(1-oxa-6-aza-spiro[2.5]oct-6-yl)-3-fluorophenyl]-2-oxo-oxazolidin-5-ylmethyl}-acetamide (0.275 mmol) and 3-hydroxypropanethiol (mmol) in at a temperature ° C. for hours in % yield. Mp; 114-116° C., Mass m/z 424.1 (ES+, 100%) for C20H26FN3O4S. The product is O1CSCC12CCN(CC2)C2=C(C=C(C=C2)N2C(O[C@H](C2)CNC(C)=O)=O)F ((S)—N-{3-[4-(1-oxa-3-thia-8-aza-spiro[4.5]dec-8-yl)-3-fluorophenyl]-2-oxo-oxazolidin-5-ylmethyl}-acetamide). As a reaction SMILES: [O:1]1[C:3]2([CH2:8][CH2:7][N:6]([C:9]3[CH:14]=[CH:13][C:12]([N:15]4[CH2:19][C@H:18]([CH2:20][NH:21][C:22](=[O:24])[CH3:23])[O:17][C:16]4=[O:25])=[CH:11][C:10]=3[F:26])[CH2:5][CH2:4]2)[CH2:2]1.OCC[CH2:30][SH:31]>>[O:1]1[C:3]2([CH2:8][CH2:7][N:6]([C:9]3[CH:14]=[CH:13][C:12]([N:15]4[CH2:19][C@H:18]([CH2:20][NH:21][C:22](=[O:24])[CH3:23])[O:17][C:16]4=[O:25])=[CH:11][C:10]=3[F:26])[CH2:5][CH2:4]2)[CH2:30][S:31][CH2:2]1. Starting materials: O1CC12CCN(CC2)C2=C(C=C(C=C2)N2C(O[C@H](C2)CNC(C)=O)=O)F ((S)—N-{3-[4-(1-oxa-6-aza-spiro[2.5]oct-6-yl)-3-fluorophenyl]-2-oxo-oxazolidin-5-ylmethyl}-acetamide), OCCCS (3-hydroxypropanethiol). Starting materials: CN1N(C(C(=C1C)C(=O)NC1=CC=C(C=C1)B1OC(C(O1)(C)C)(C)C)=O)C1=CC=CC=C1 (1,5-dimethyl-3-oxo-2-phenyl-N-[4-(4,4,5,5-tetramethyl-1,3,2-dioxaborolan-2-yl)phenyl]-2,3-dihydro-1H-pyrazole-4-carboxamide), BrC=1C(=NC=C(N1)Br)N (3,5-dibromopyrazin-2-amine), C([O-])([O-])=O.[Na+].[Na+] (sodium carbonate). Reagents/catalysts: C=1C=CC(=CC1)[P](C=2C=CC=CC2)(C=3C=CC=CC3)[Pd]([P](C=4C=CC=CC4)(C=5C=CC=CC5)C=6C=CC=CC6)([P](C=7C=CC=CC7)(C=8C=CC=CC8)C=9C=CC=CC9)[P](C=1C=CC=CC1)(C=1C=CC=CC1)C=1C=CC=CC1 (tetrakis(triphenylphosphine)palladium). Solvent: O1CCOCC1.O (dioxane water). Run at temperature 90 celsius, time 30 minute. Yields the product NC=1C(=NC(=CN1)Br)C1=CC=C(C=C1)NC(=O)C=1C(N(N(C1C)C)C1=CC=CC=C1)=O (N-[4-(3-amino-6-bromo-2-pyrazinyl)phenyl]-1,5-dimethyl-3-oxo-2-phenyl-2,3-dihydro-1H-pyrazole-4-carboxamide). The yield is 39.8%. As a reaction SMILES: [CH3:1][N:2]1[C:6]([CH3:7])=[C:5]([C:8]([NH:10][C:11]2[CH:16]=[CH:15][C:14](B3OC(C)(C)C(C)(C)O3)=[CH:13][CH:12]=2)=[O:9])[C:4](=[O:26])[N:3]1[C:27]1[CH:32]=[CH:31][CH:30]=[CH:29][CH:28]=1.Br[C:34]1[C:35]([NH2:41])=[N:36][CH:37]=[C:38]([Br:40])[N:39]=1.C(=O)([O-])[O-].[Na+].[Na+]>C1C=CC([P]([Pd]([P](C2C=CC=CC=2)(C2C=CC=CC=2)C2C=CC=CC=2)([P](C2C=CC=CC=2)(C2C=CC=CC=2)C2C=CC=CC=2)[P](C2C=CC=CC=2)(C2C=CC=CC=2)C2C=CC=CC=2)(C2C=CC=CC=2)C2C=CC=CC=2)=CC=1.O1CCOCC1.O>[NH2:41][C:35]1[C:34]([C:14]2[CH:13]=[CH:12][C:11]([NH:10][C:8]([C:5]3[C:4](=[O:26])[N:3]([C:27]4[CH:32]=[CH:31][CH:30]=[CH:29][CH:28]=4)[N:2]([CH3:1])[C:6]=3[CH3:7])=[O:9])=[CH:16][CH:15]=2)=[N:39][C:38]([Br:40])=[CH:37][N:36]=1 |f:2.3.4,6.7,^1:51,53,72,91|. Procedure: A suspension of the compound prepared in Example 2 (15 g), tetrakis(triphenylphosphine)palladium (Pd(PPh3)4) (2.0 g), 3,5-dibromopyrazin-2-amine (9.5 g), and sodium carbonate (Na2CO3) (7.3 g) in 3:1 mixture of dioxane/water (350 mL) was degassed with a stream of nitrogen for 10 minutes. The reaction was heated at 90° C. for 5 hours, at which time LC/MS indicated the reaction was complete. The mixture was concentrated under reduced pressure, diluted with water (200 mL) and extracted with EtOAc (3...